The task is: describe an organic reaction: reactants, conditions, products, and yield. This data is from the Open Reaction Database (ORD), a public repository of structured organic reaction records. The reactants are FC1=C(C=CC=C1)C=1N=C(SC1SC1=CC=CC=C1)CN1C(C2=CC=CC=C2C1=O)=O (2-{[4-(2-fluorophenyl)-5-(phenylthio)-1,3-thiazol-2-yl]methyl}-1H-isoindole-1,3(2H)-dione), O.NN (hydrazine monohydrate), C(O)([O-])=O.[Na+] (sodium hydrogen carbonate). Solvent: C(C)O (ethanol). Reaction conditions: temperature 70 celsius, time 3 hour. Product: FC1=C(C=CC=C1)C=1N=C(SC1SC1=CC=CC=C1)CN (1-[4-(2-fluorophenyl)-5-(phenylthio)-1,3-thiazol-2-yl]methanamine). Isolated yield 85.5%. Reaction SMILES: [F:1][C:2]1[CH:7]=[CH:6][CH:5]=[CH:4][C:3]=1[C:8]1[N:9]=[C:10]([CH2:20][N:21]2C(=O)C3C(=CC=CC=3)C2=O)[S:11][C:12]=1[S:13][C:14]1[CH:19]=[CH:18][CH:17]=[CH:16][CH:15]=1.O.NN.C(=O)([O-])O.[Na+]>C(O)C>[F:1][C:2]1[CH:7]=[CH:6][CH:5]=[CH:4][C:3]=1[C:8]1[N:9]=[C:10]([CH2:20][NH2:21])[S:11][C:12]=1[S:13][C:14]1[CH:15]=[CH:16][CH:17]=[CH:18][CH:19]=1 |f:1.2,3.4|. Reported procedure: To a solution of 2-{[4-(2-fluorophenyl)-5-(phenylthio)-1,3-thiazol-2-yl]methyl}-1H-isoindole-1,3(2H)-dione (345 mg) in ethanol (5 mL) was added hydrazine monohydrate (0.05 mL) and the mixture was stirred at 70° C. for 3 hr. The reaction mixture was cooled to room temperature, saturated aqueous sodium hydrogen carbonate solution was added, and the mixture was extracted with ethyl acetate. The extract was washed with saturated aqueous sodium hydrogen carbonate solution, water and saturated brine, ... The reactants are C1(=CC=CC=C1)C1=CC=C([N+](=C1)[O-])C (5-Phenyl-2-picoline N-oxide), [Li+].[Cl-] (LiCl), ClC1=CC=C(C=C1)B(O)O (4-chlorobenzeneboronic acid), C(=O)([O-])[O-].[Na+].[Na+] (Na2CO3). The reagents and catalysts are [Pd].C1(=CC=CC=C1)P(C1=CC=CC=C1)C1=CC=CC=C1.C1(=CC=CC=C1)P(C1=CC=CC=C1)C1=CC=CC=C1.C1(=CC=CC=C1)P(C1=CC=CC=C1)C1=CC=CC=C1.C1(=CC=CC=C1)P(C1=CC=CC=C1)C1=CC=CC=C1 (tetrakis (triphenylphosphine) palladium). Run in CCO (EtOH), CCOC(=O)C (EtOAc), C1(=CC=CC=C1)C (toluene). Product: ClC1=CC=C(C=C1)C=1C=CC(=NC1)C (5-(4-Chlorophenyl)-2-picoline). RXN SMILES: [C:1]1([C:7]2[CH:12]=[N+:11]([O-])[C:10]([CH3:14])=[CH:9][CH:8]=2)[CH:6]=[CH:5][CH:4]=[CH:3][CH:2]=1.C([O-])([O-])=O.[Na+].[Na+].[Li+].[Cl-].[Cl:23]C1C=CC(B(O)O)=CC=1>C1(C)C=CC=CC=1.[Pd].C1(P(C2C=CC=CC=2)C2C=CC=CC=2)C=CC=CC=1.C1(P(C2C=CC=CC=2)C2C=CC=CC=2)C=CC=CC=1.C1(P(C2C=CC=CC=2)C2C=CC=CC=2)C=CC=CC=1.C1(P(C2C=CC=CC=2)C2C=CC=CC=2)C=CC=CC=1.CCOC(C)=O.CCO>[Cl:23][C:4]1[CH:5]=[CH:6][C:1]([C:7]2[CH:8]=[CH:9][C:10]([CH3:14])=[N:11][CH:12]=2)=[CH:2][CH:3]=1 |f:1.2.3,4.5,8.9.10.11.12|. Procedure details: The trifluoromethane sulfonate from Step 1 (500 mg) was dissolved in 10 mL of toluene, 5 mL of EtOH, and 1.6 mL of 2M aqueous Na2CO3. Then 203 mg LiCl, 411 mg of 4-chlorobenzeneboronic acid (Lancaster) and 832 mg of tetrakis (triphenylphosphine) palladium were added successively. The resulting reaction mixture was heated up to 90°-95° C. for 1 hour. The reaction mixture was cooled down to room temperature, EtOAc was added and the organic phase was washed with 1N NaOH, brine, dried over MgSO4, fi... The reactants are O.C1(=CC=C(C=C1)S(=O)(=O)O)C (p-toluenesulfonic acid monohydrate), ClC1=CC=C(C=C1)N1C([C@H](CC1)CN1CCN(CC1)CCOC)=O ((R)-1-(4-chlorophenyl)-3-(4-(2-methoxyethyl)piperazin-1-yl)methyl-2-pyrrolidinone). Solvent: C(C)(=O)OCC (ethyl acetate), C(C)(=O)OCC (ethyl acetate). Yields the product O.O.C1(=CC=C(C=C1)S(=O)(=O)O)C.C1(=CC=C(C=C1)S(=O)(=O)O)C.ClC1=CC=C(C=C1)N1C([C@H](CC1)CN1CCN(CC1)CCOC)=O ((R)-1-(4-chlorophenyl)-3-(4-(2-methoxyethyl)piperazin-1-yl)methyl-2-pyrrolidinone di-p-toluenesulfonate dihydrate). Yield: 194.4%. Reaction SMILES: O.[C:2]1([CH3:12])[CH:7]=[CH:6][C:5]([S:8]([OH:11])(=[O:10])=[O:9])=[CH:4][CH:3]=1.[Cl:13][C:14]1[CH:19]=[CH:18][C:17]([N:20]2[CH2:24][CH2:23][C@H:22]([CH2:25][N:26]3[CH2:31][CH2:30][N:29]([CH2:32][CH2:33][O:34][CH3:35])[CH2:28][CH2:27]3)[C:21]2=[O:36])=[CH:16][CH:15]=1>C(OCC)(=O)C>[OH2:9].[OH2:34].[C:2]1([CH3:12])[CH:3]=[CH:4][C:5]([S:8]([OH:11])(=[O:9])=[O:10])=[CH:6][CH:7]=1.[C:2]1([CH3:12])[CH:3]=[CH:4][C:5]([S:8]([OH:11])(=[O:9])=[O:10])=[CH:6][CH:7]=1.[Cl:13][C:14]1[CH:19]=[CH:18][C:17]([N:20]2[CH2:24][CH2:23][C@H:22]([CH2:25][N:26]3[CH2:27][CH2:28][N:29]([CH2:32][CH2:33][O:34][CH3:35])[CH2:30][CH2:31]3)[C:21]2=[O:36])=[CH:16][CH:15]=1 |f:0.1,4.5.6.7.8|. Procedure details: To a solution of 380 mg of p-toluenesulfonic acid monohydrate in 10 mL of ethyl acetate was added a solution of 352 mg of (R)-1-(4-chlorophenyl)-3-(4-(2-methoxyethyl)piperazin-1-yl)methyl-2-pyrrolidinone in 10 mL of ethyl acetate. The mixture was stirred at room temperature and cooled. The precipitated solid was filtered and dried to give 712 mg of the title compound. The product is CCOC(=O)C1CC1c1ccc(N2CC(=O)N(CC[Si](C)(C)C)S2(=O)=O)c(OCc2ccccc2)c1. Reactants: CC(=O)[O-], CC(=O)[O-], CC(=O)[O-], C=Cc1ccc(N2CC(=O)N(CC[Si](C)(C)C)S2(=O)=O)c(OCc2ccccc2)c1, ClCCl, CCOC(=O)C=[N+]=[N-], [Rh+3]. As a reaction SMILES: [C:42]([O-:43])(=[O:44])[CH3:45].[C:47]([O-:48])(=[O:49])[CH3:50].[C:51]([O-:52])(=[O:53])[CH3:54].[CH2:1]([c:2]1[cH:3][cH:4][cH:5][cH:6][cH:7]1)[O:8][c:9]1[c:10]([N:17]2[CH2:18][C:19](=[O:30])[N:20]([CH2:24][CH2:25][Si:26]([CH3:27])([CH3:28])[CH3:29])[S:21]2(=[O:22])=[O:23])[cH:11][cH:12][c:13]([CH:15]=[CH2:16])[cH:14]1.[CH2:39]([Cl:40])[Cl:41].[N+:31](=[N-:32])=[CH:33][C:34](=[O:35])[O:36][CH2:37][CH3:38].[Rh+3:46]>>[CH2:1]([c:2]1[cH:3][cH:4][cH:5][cH:6][cH:7]1)[O:8][c:9]1[c:10]([N:17]2[CH2:18][C:19](=[O:30])[N:20]([CH2:24][CH2:25][Si:26]([CH3:27])([CH3:28])[CH3:29])[S:21]2(=[O:22])=[O:23])[cH:11][cH:12][c:13]([CH:15]2[CH2:16][CH:33]2[C:34](=[O:35])[O:36][CH2:37][CH3:38])[cH:14]1. The reactants are O1CCCC1 (tetrahydrofuran), C(C)N(C(=O)C1=C(C=CC=C1)S(=O)C=1[C@@H]([C@H]2N(C1C(=O)OCC1=CC=C(C=C1)[N+](=O)[O-])C([C@@H]2[C@@H](C)O[Si](C)(C)C)=O)C)CC (4-nitrobenzyl (1R,5S,6S)-2-(2-diethylcarbamoylphenylsulfinyl)-1-methyl-6-[1(R)-trimethylsilyloxyethyl]-1-carbapen-2-em-3-carboxylate), O1CCCC1 (tetrahydrofuran), CN(C(=O)[C@H]1N(C[C@H](C1)S)C(=O)OCC1=CC=C(C=C1)[N+](=O)[O-])C ((2S,4S)-2-dimethylcarbamoyl-1-(4-nitrobenzyloxycarbonyl)-4-mercaptopyrrolidine), ice water, O1CCCC1 (tetrahydrofuran), C(C)(C)[N-]C1CCCCC1.Br[Mg+] (bromomagnesium N-isopropyl-N-cyclohexylamide). Solvent: C(C)(=O)OCC (ethyl acetate). Reaction conditions: time 10 minute. The product is CN(C(=O)[C@@H]1C[C@@H](CN1C(=O)OCC1=CC=C(C=C1)[N+](=O)[O-])SC=1[C@@H]([C@H]2N(C1C(=O)OCC1=CC=C(C=C1)[N+](=O)[O-])C([C@@H]2[C@@H](C)O[Si](C)(C)C)=O)C)C (4-Nitrobenzyl (1R,5S,6S)-2-[(3S,5S)-5-dimethylcarbamoyl-1-(4-nitrobenzyloxycarbonyl)-3-pyrrolidinylthio]-1-methyl-6-[1(R)-trimethylsilyloxyethyl]-1-carbapen-2-em-3-carboxylate). The yield is 78.4%. As a reaction SMILES: O1CCCC1.[CH3:6][N:7]([CH3:29])[C:8]([C@@H:10]1[CH2:14][C@H:13]([SH:15])[CH2:12][N:11]1[C:16]([O:18][CH2:19][C:20]1[CH:25]=[CH:24][C:23]([N+:26]([O-:28])=[O:27])=[CH:22][CH:21]=1)=[O:17])=[O:9].C([N-]C1CCCCC1)(C)C.Br[Mg+].C(N(CC)C(C1C=CC=CC=1S([C:55]1[C@H:56]([CH3:83])[C@@H:57]2[C@@H:74]([C@H:75]([O:77][Si:78]([CH3:81])([CH3:80])[CH3:79])[CH3:76])[C:73](=[O:82])[N:58]2[C:59]=1[C:60]([O:62][CH2:63][C:64]1[CH:69]=[CH:68][C:67]([N+:70]([O-:72])=[O:71])=[CH:66][CH:65]=1)=[O:61])=O)=O)C>C(OCC)(=O)C>[CH3:6][N:7]([CH3:29])[C:8]([C@H:10]1[N:11]([C:16]([O:18][CH2:19][C:20]2[CH:21]=[CH:22][C:23]([N+:26]([O-:28])=[O:27])=[CH:24][CH:25]=2)=[O:17])[CH2:12][C@@H:13]([S:15][C:55]2[C@H:56]([CH3:83])[C@@H:57]3[C@@H:74]([C@H:75]([O:77][Si:78]([CH3:81])([CH3:80])[CH3:79])[CH3:76])[C:73](=[O:82])[N:58]3[C:59]=2[C:60]([O:62][CH2:63][C:64]2[CH:65]=[CH:66][C:67]([N+:70]([O-:72])=[O:71])=[CH:68][CH:69]=2)=[O:61])[CH2:14]1)=[O:9] |f:2.3|. Reported procedure: 2 ml of a tetrahydrofuran solution containing 68 mg (0.19 mmol) of (2S,4S)-2-dimethylcarbamoyl-1-(4-nitrobenzyloxycarbonyl)-4-mercaptopyrrolidine were cooled in an ice bath, and then 0.19 ml (0.19 mmol) of a 1M tetrahydrofuran solution of bromomagnesium N-isopropyl-N-cyclohexylamide were added dropwise over a period of 2 minutes. The mixture was stirred for a further 10 minutes at this temperature, and then 1 ml of a tetrahydrofuran solution containing 100 mg of 4-nitrobenzyl (1R,5S,6S)-2-(2-die... Reactants: CCCC[N+](CCCC)(CCCC)CCCC, CC(=O)O, CCOC(C)=O, [F-], C1CCOC1, CC[Si](CC)(CC)OC(CNCCOc1ccc2c(c1)oc1ccccc12)c1ccc(OCc2ccccc2)c(NS(=O)(=O)N(C)C)c1. Yields the product CN(C)S(=O)(=O)Nc1cc(C(O)CNCCOc2ccc3c(c2)oc2ccccc23)ccc1OCc1ccccc1. As a reaction SMILES: [CH2:50]([N+:51]([CH2:52][CH2:53][CH2:54][CH3:55])([CH2:56][CH2:57][CH2:58][CH3:59])[CH2:60][CH2:61][CH2:62][CH3:63])[CH2:64][CH2:65][CH3:66].[CH3:72][C:73](=[O:74])[OH:75].[CH3:76][CH2:77][O:78][C:79](=[O:80])[CH3:81].[F-:49].[O:67]1[CH2:68][CH2:69][CH2:70][CH2:71]1.[cH:1]1[cH:2][c:3]([O:14][CH2:15][CH2:16][NH:17][CH2:18][CH:19]([O:20][Si:21]([CH2:22][CH3:23])([CH2:24][CH3:25])[CH2:26][CH3:27])[c:28]2[cH:29][cH:30][c:31]([O:41][CH2:42][c:43]3[cH:44][cH:45][cH:46][cH:47][cH:48]3)[c:32]([NH:34][S:35](=[O:36])(=[O:37])[N:38]([CH3:39])[CH3:40])[cH:33]2)[cH:4][c:5]2[o:6][c:7]3[c:8]([c:9]12)[cH:10][cH:11][cH:12][cH:13]3>>[cH:1]1[cH:2][c:3]([O:14][CH2:15][CH2:16][NH:17][CH2:18][CH:19]([OH:20])[c:28]2[cH:29][cH:30][c:31]([O:41][CH2:42][c:43]3[cH:44][cH:45][cH:46][cH:47][cH:48]3)[c:32]([NH:34][S:35](=[O:36])(=[O:37])[N:38]([CH3:39])[CH3:40])[cH:33]2)[cH:4][c:5]2[o:6][c:7]3[c:8]([c:9]12)[cH:10][cH:11][cH:12][cH:13]3.